Dataset: the Open Reaction Database (ORD), a public repository of structured organic reaction records. Task: describe an organic reaction: reactants, conditions, products, and yield Starting materials: NC=1OC=CC1C#N (2-amino-3-cyanofuran), C(OCC)(OCC)OCC (triethyl orthoformate), C(C)(=O)OC(C)=O (acetic anhydride), NC1CC2=CC=CC=C2C1 (2-aminoindan), C(C)(=O)[O-].[Na+] (sodium acetate), C(C)(=O)O (acetic acid). Reaction conditions: temperature 130 celsius. Product: C1C(CC2=CC=CC=C12)NC=1C2=C(N=CN1)OC=C2 (4-(2-Indanylamino)furo[2,3-d]pyrimidine). Yield: 7.2%. RXN SMILES: [NH2:1][C:2]1[O:3][CH:4]=[CH:5][C:6]=1[C:7]#[N:8].[CH:9](OCC)(OCC)OCC.C(OC(=O)C)(=O)C.[NH2:26][CH:27]1[CH2:35][C:34]2[C:29](=[CH:30][CH:31]=[CH:32][CH:33]=2)[CH2:28]1.C([O-])(=O)C.[Na+].C(O)(=O)C>>[CH2:28]1[C:29]2[C:34](=[CH:33][CH:32]=[CH:31][CH:30]=2)[CH2:35][CH:27]1[NH:26][C:7]1[C:6]2[CH:5]=[CH:4][O:3][C:2]=2[N:1]=[CH:9][N:8]=1 |f:4.5|. Procedure: A mixture of 2-amino-3-cyanofuran (270 mg, 2.5 mmol), triethyl orthoformate (1.5 ml, 9.0 mmol), and acetic anhydride (0.18 ml, 1.9 mmol) was heated to reflux at 130° C. for 2 hours. The reaction mixture was cooled, and 2-aminoindan (670 mg, 5.0 mmol), sodium acetate (640 mg, 7.8 mmol), and acetic acid (1.1 ml, 19 mmol) were added, which was further heated to reflux at 130° C. for 2 hours. The residue obtained by distilling off the solvent under reduced pressure was purified by silica gel chromat... Starting materials: [Cl-].C(CCCCCCCCC)[N+](C)(C)CCCCCCCCCC (didecyldimethylammonium chloride), O (water). Yields the product [Cl-].C(CCCCCCCCC)[N+](C)(C)CCCCCCCCCC.O (Didecyldimethylammonium chloride water). RXN SMILES: [Cl-:1].[CH2:2]([N+:12]([CH2:15][CH2:16][CH2:17][CH2:18][CH2:19][CH2:20][CH2:21][CH2:22][CH2:23][CH3:24])([CH3:14])[CH3:13])[CH2:3][CH2:4][CH2:5][CH2:6][CH2:7][CH2:8][CH2:9][CH2:10][CH3:11].[OH2:25]>>[Cl-:1].[CH2:15]([N+:12]([CH2:2][CH2:3][CH2:4][CH2:5][CH2:6][CH2:7][CH2:8][CH2:9][CH2:10][CH3:11])([CH3:14])[CH3:13])[CH2:16][CH2:17][CH2:18][CH2:19][CH2:20][CH2:21][CH2:22][CH2:23][CH3:24].[OH2:25] |f:0.1,3.4.5|. Reported procedure: The procedure of Example 156 was followed, substituting a treating solution of 2% didecyldimethylammonium chloride in water for the treating solution. Starting materials: [Al+3], CN(C)CCCCC#N, [H-], [H-], [H-], [H-], [Li+]. The product is CN(C)CCCCCN. As a reaction SMILES: [Al+3:2].[CH3:7][N:8]([CH2:9][CH2:10][CH2:11][CH2:12][C:13]#[N:14])[CH3:15].[H-:1].[H-:4].[H-:5].[H-:6].[Li+:3]>>[CH3:7][N:8]([CH2:9][CH2:10][CH2:11][CH2:12][CH2:13][NH2:14])[CH3:15]. Reactants: O=C1CC(N(C2=C(N1CC(=O)OC(C)(C)C)C=CC=C2)C2=CC=CC=C2)=O (tert-butyl (2,4-dioxo-5-phenyl-2,3,4,5-tetrahydro-1H-1,5-benzodiazepin-1-yl)acetate). Run in Cl (HCl), O1CCOCC1 (dioxane). Reaction conditions: time 8 hour. Product: O=C1CC(N(C2=C(N1CC(=O)O)C=CC=C2)C2=CC=CC=C2)=O ((2,4-dioxo-5-phenyl-2,3,4,5-tetrahydro-1H-1,5-benzodiazepin-1-yl)acetic acid). Yield: 97.0%. Reaction SMILES: [O:1]=[C:2]1[N:8]([CH2:9][C:10]([O:12]C(C)(C)C)=[O:11])[C:7]2[CH:17]=[CH:18][CH:19]=[CH:20][C:6]=2[N:5]([C:21]2[CH:26]=[CH:25][CH:24]=[CH:23][CH:22]=2)[C:4](=[O:27])[CH2:3]1>Cl.O1CCOCC1>[O:1]=[C:2]1[N:8]([CH2:9][C:10]([OH:12])=[O:11])[C:7]2[CH:17]=[CH:18][CH:19]=[CH:20][C:6]=2[N:5]([C:21]2[CH:26]=[CH:25][CH:24]=[CH:23][CH:22]=2)[C:4](=[O:27])[CH2:3]1. Procedure: tert-butyl (2,4-dioxo-5-phenyl-2,3,4,5-tetrahydro-1H-1,5-benzodiazepin-1-yl)acetate (9.5 g, 25.9 mM) was dissolved in 200 ml of 4N HCl in dioxane and stirred overnight. Solvent was evaporated under reduced pressure providing 7.8 g of product. Starting materials: Br, COc1ccc2c(c1)C(Cc1c[nH]cn1)CC2, Cl, [NH4+], [OH-], O. Yields the product Oc1ccc2c(c1)C(Cc1c[nH]cn1)CC2. As a reaction SMILES: [BrH:19].[CH3:2][O:3][c:4]1[cH:5][cH:6][c:7]2[c:11]([cH:12]1)[CH:10]([CH2:13][c:14]1[n:15][cH:16][nH:17][cH:18]1)[CH2:9][CH2:8]2.[ClH:1].[NH4+:20].[OH-:21].[OH2:22]>>[OH:3][c:4]1[cH:5][cH:6][c:7]2[c:11]([cH:12]1)[CH:10]([CH2:13][c:14]1[n:15][cH:16][nH:17][cH:18]1)[CH2:9][CH2:8]2. The reactants are CC(=O)O, CCOC(C)=O, CC(=O)Nc1cc(Oc2ccccc2O)c([N+](=O)[O-])cc1F, [Fe], O. The product is CC(=O)Nc1cc(Oc2ccccc2O)c(N)cc1F. As a reaction SMILES: [CH3:1][C:2](=[O:3])[OH:4].[CH3:27][CH2:28][O:29][C:30](=[O:31])[CH3:32].[F:5][c:6]1[c:7]([NH:23][C:24]([CH3:25])=[O:26])[cH:8][c:9]([O:15][c:16]2[c:17]([OH:22])[cH:18][cH:19][cH:20][cH:21]2)[c:10]([N+:12]([O-:13])=[O:14])[cH:11]1.[Fe:33].[OH2:34]>>[F:5][c:6]1[c:7]([NH:23][C:24]([CH3:25])=[O:26])[cH:8][c:9]([O:15][c:16]2[c:17]([OH:22])[cH:18][cH:19][cH:20][cH:21]2)[c:10]([NH2:12])[cH:11]1. Starting materials: NC1=C(C=CC(=C1)Br)O (2-Amino-4-bromophenol), ClCC(OCC)(OCC)OCC (2-chloro-1,1,1-triethoxyethane), O (water). Solvent: C(C)O (ethanol). The product is ClCC=1OC2=C(N1)C=C(C=C2)Br (2-Chloromethyl-5-bromobenzoxazole). RXN SMILES: [NH2:1][C:2]1[CH:7]=[C:6]([Br:8])[CH:5]=[CH:4][C:3]=1[OH:9].[Cl:10][CH2:11][C:12](OCC)(OCC)OCC.O>C(O)C>[Cl:10][CH2:11][C:12]1[O:9][C:3]2[CH:4]=[CH:5][C:6]([Br:8])=[CH:7][C:2]=2[N:1]=1. Procedure details: 2-Amino-4-bromophenol (1.6 g) prepared according to U.S. Pat. No. 4,157,444 was dissolved in ethanol (5 ml) and 2-chloro-1,1,1-triethoxyethane (1.9 g) was added. The resulting solution was warmed on a steambath for 1.5 hour. After cooling the reaction mixture to room temperature, cold water (5 ml) was added. The precipitated solid was collected and air-dried to obtain the product (1.12 g; m.p. 63°-65° C. Reactants: OC1CN(Cc2ccccc2)CCC1c1ccc(F)cc1, C[Si](C)(C)CCOCOc1cc(CCl)cc2ccccc12. Yields the product C[Si](C)(C)CCOCOc1cc(COC2CN(Cc3ccccc3)CCC2c2ccc(F)cc2)cc2ccccc12. Reaction SMILES: [CH2:1]([c:2]1[cH:3][cH:4][cH:5][cH:6][cH:7]1)[N:8]1[CH2:9][CH:10]([OH:21])[CH:11]([c:14]2[cH:15][cH:16][c:17]([F:20])[cH:18][cH:19]2)[CH2:12][CH2:13]1.[Cl:22][CH2:23][c:24]1[cH:25][c:26]2[cH:27][cH:28][cH:29][cH:30][c:31]2[c:32]([O:34][CH2:35][O:36][CH2:37][CH2:38][Si:39]([CH3:40])([CH3:41])[CH3:42])[cH:33]1>>[CH2:1]([c:2]1[cH:3][cH:4][cH:5][cH:6][cH:7]1)[N:8]1[CH2:9][CH:10]([O:21][CH2:23][c:24]2[cH:25][c:26]3[cH:27][cH:28][cH:29][cH:30][c:31]3[c:32]([O:34][CH2:35][O:36][CH2:37][CH2:38][Si:39]([CH3:40])([CH3:41])[CH3:42])[cH:33]2)[CH:11]([c:14]2[cH:15][cH:16][c:17]([F:20])[cH:18][cH:19]2)[CH2:12][CH2:13]1. Starting materials: Cl (HCl), NC1=C(C(=O)O)C=C(C(=C1)Cl)Cl (2-Amino-4,5-dichlorobenzoic acid), NC(=O)N (urea), [OH-].[Na+] (NaOH). The solvent is O (water), O (water). Reaction conditions: temperature 100 celsius, time 5 minute. Product: ClC=1C=C2C(NC(NC2=CC1Cl)=O)=O (6,7-dichloroquinazolin-2,4(1H,3H)-dione). Isolated yield 96.3%. As a reaction SMILES: [NH2:1][C:2]1[CH:10]=[C:9]([Cl:11])[C:8]([Cl:12])=[CH:7][C:3]=1[C:4](O)=[O:5].[NH2:13][C:14](N)=[O:15].[OH-].[Na+].Cl>O>[Cl:12][C:8]1[CH:7]=[C:3]2[C:2](=[CH:10][C:9]=1[Cl:11])[NH:1][C:14](=[O:15])[NH:13][C:4]2=[O:5] |f:2.3|. Procedure: 2-Amino-4,5-dichlorobenzoic acid (920 mg) and urea (2.75 g) were stirred at 160° C. After 6 hours the mixture was cooled to 100° C. and an equivalent volume of water was added while stirring was continued for 5 minutes. The formed precipitate was filtered off and washed with water to yield a solid cake that was suspended in a solution of 0.5 N NaOH in water. The suspension was heated to boil for 5 minutes and then cooled to r.t. The pH was adjusted to about 2 with HCl and the quinazoline-dione w... Reactants: COC(=O)C1C2CC(CC(C1C(=O)OC)O2)(O)C2=NC=1N(C(N(C(C1N2C2OCCCC2)=O)CCC)=O)CCC (3-[2,6-dioxo-1,3-dipropyl-7-(tetrahydropyran-2-yl)-2,3,6,7-tetrahydro-1H-purin-8-yl]-3-hydroxy-8-oxa-bicyclo[3.2.1]octane-6,7-dicarboxylic acid dimethyl ester), 3d. Reagents/catalysts: Cl (HCl). Solvent: C1CCOC1.CO (THF MeOH). Yields the product COC(=O)C1C2CC(CC(C1C(=O)OC)O2)(O)C2=NC=1N(C(N(C(C1N2)=O)CCC)=O)CCC (3-(2,6-Dioxo-1,3-dipropyl-2,3,6,7-tetrahydro-1H-purin-8-yl)-3-hydroxy-8-oxa-bicyclo[3.2.1]octane-6,7-dicarboxylic acid dimethyl ester). Isolated yield 56.4%. RXN SMILES: [CH3:1][O:2][C:3]([CH:5]1[CH:11]([C:12]([O:14][CH3:15])=[O:13])[CH:10]2[O:16][CH:6]1[CH2:7][C:8]([C:18]1[N:26](C3CCCCO3)[C:25]3[C:24](=[O:33])[N:23]([CH2:34][CH2:35][CH3:36])[C:22](=[O:37])[N:21]([CH2:38][CH2:39][CH3:40])[C:20]=3[N:19]=1)([OH:17])[CH2:9]2)=[O:4]>Cl.C1COCC1.CO>[CH3:1][O:2][C:3]([CH:5]1[CH:11]([C:12]([O:14][CH3:15])=[O:13])[CH:10]2[O:16][CH:6]1[CH2:7][C:8]([C:18]1[NH:26][C:25]3[C:24](=[O:33])[N:23]([CH2:34][CH2:35][CH3:36])[C:22](=[O:37])[N:21]([CH2:38][CH2:39][CH3:40])[C:20]=3[N:19]=1)([OH:17])[CH2:9]2)=[O:4] |f:2.3|. Procedure: To a solution of 3-[2,6-dioxo-1,3-dipropyl-7-(tetrahydropyran-2-yl)-2,3,6,7-tetrahydro-1H-purin-8-yl]-3-hydroxy-8-oxa-bicyclo[3.2.1]octane-6,7-dicarboxylic acid dimethyl ester (0.060 mmol, 0.030 g) in 1:1 THF/MeOH (6 ml) was added 1N HCl (3 drops). The reaction was stirred at room temperature 3d and then concentrated to dryness. The residue was purified by PLC on a 1 mm layer, eluting with 20% THF/CH2Cl2, providing the title compound (0.0162 g, 56%). 13C NMR (100 MHz, CDCl3): 11.53 (q), 11.50 (q...